From a dataset of the Open Reaction Database (ORD), a public repository of structured organic reaction records. describe an organic reaction: reactants, conditions, products, and yield Starting materials: C, COc1ccc2c(c1)CCN(S(=O)(=O)c1ccc(C)cc1)CC2=O, CC(=O)O, CCO, Cl, C1COCCO1, [Pd]. Yields the product COc1ccc2c(c1)CCN(S(=O)(=O)c1ccc(C)cc1)CC2. As a reaction SMILES: [C:33].[CH3:1][O:2][c:3]1[cH:4][c:5]2[c:6]([cH:23][cH:24]1)[C:7](=[O:22])[CH2:8][N:9]([S:12](=[O:13])(=[O:14])[c:15]1[cH:16][cH:17][c:18]([CH3:21])[cH:19][cH:20]1)[CH2:10][CH2:11]2.[CH3:25][C:26](=[O:27])[OH:28].[CH3:30][CH2:31][OH:32].[ClH:29].[O:35]1[CH2:36][CH2:37][O:38][CH2:39][CH2:40]1.[Pd:34]>>[CH3:1][O:2][c:3]1[cH:4][c:5]2[c:6]([cH:23][cH:24]1)[CH2:7][CH2:8][N:9]([S:12](=[O:13])(=[O:14])[c:15]1[cH:16][cH:17][c:18]([CH3:21])[cH:19][cH:20]1)[CH2:10][CH2:11]2. Reactants: C(C1=CC=CC=C1)NCC1=CC=CC=C1 (dibenzylamine), ethylenecarbonate, C(C)(=O)OCC (ethyl acetate). Reagents/catalysts: [I-].C(C)[N+](CC)(CC)CC (tetraethylammoniumiodide). Run at temperature 140 celsius, time 26 hour. The product is C(C1=CC=CC=C1)N(CCO)CC1=CC=CC=C1 (N,N-dibenzyl-2-aminoethanol). Isolated yield 83.0%. RXN SMILES: [CH2:1]([NH:8][CH2:9][C:10]1[CH:15]=[CH:14][CH:13]=[CH:12][CH:11]=1)[C:2]1[CH:7]=[CH:6][CH:5]=[CH:4][CH:3]=1.[C:16](OCC)(=[O:18])[CH3:17]>[I-].C([N+](CC)(CC)CC)C>[CH2:9]([N:8]([CH2:1][C:2]1[CH:7]=[CH:6][CH:5]=[CH:4][CH:3]=1)[CH2:17][CH2:16][OH:18])[C:10]1[CH:15]=[CH:14][CH:13]=[CH:12][CH:11]=1 |f:2.3|. Reported procedure: 0.5 gram of dibenzylamine (2.5 mmol), 0.446 gram of ethylenecarbonate (5 mmol) and 0.215 gram of tetraethylammoniumiodide (083 mmol) were mixed together at room temperature. The solid mixture was then heated at 140° C. and the resulting suspension was stirred at this temperature for 26 hours. The reaction mixture was diluted with ethyl acetate and extracted with 10 mL of a 0.5M solution of sodium hydroxide. The aqueous phase was washed with ethyl acetate and the combined organic phases were wash...